The task is: describe an organic reaction: reactants, conditions, products, and yield. This data is from the Open Reaction Database (ORD), a public repository of structured organic reaction records. Starting materials: [N+](=O)([O-])C=1C=C(CN)C=CC1 (3-nitrobenzylamine), COC(C1=CC=C(C=C1)C=1N=C(C2=C(N1)SC(=C2Cl)C)Cl)=O (4-(4-chloro-5-chloro-6-methyl-thieno-[2,3-d]-pyrimidin-2-yl)-benzoic acid methylester). Product: COC(C1=CC=C(C=C1)C=1N=C(C2=C(N1)SC(=C2Cl)C)NCC2=CC(=CC=C2)[N+](=O)[O-])=O (4-[4-(3-nitrobenzylamino)-5-chloro-6-methyl-thieno-[2,3-d]-pyrimidin-2-yl]-benzoic acid methylester). RXN SMILES: [N+:1]([C:4]1[CH:5]=[C:6]([CH:9]=[CH:10][CH:11]=1)[CH2:7][NH2:8])([O-:3])=[O:2].[CH3:12][O:13][C:14](=[O:33])[C:15]1[CH:20]=[CH:19][C:18]([C:21]2[N:22]=[C:23](Cl)[C:24]3[C:29]([Cl:30])=[C:28]([CH3:31])[S:27][C:25]=3[N:26]=2)=[CH:17][CH:16]=1>>[CH3:12][O:13][C:14](=[O:33])[C:15]1[CH:20]=[CH:19][C:18]([C:21]2[N:22]=[C:23]([NH:8][CH2:7][C:6]3[CH:9]=[CH:10][CH:11]=[C:4]([N+:1]([O-:3])=[O:2])[CH:5]=3)[C:24]3[C:29]([Cl:30])=[C:28]([CH3:31])[S:27][C:25]=3[N:26]=2)=[CH:17][CH:16]=1. Procedure: The reaction procedure as above wherein 3-nitrobenzylamine is reacted with 4-(4-chloro-5-chloro-6-methyl-thieno-[2,3-d]-pyrimidin-2-yl)-benzoic acid methylester yields 4-[4-(3-nitrobenzylamino)-5-chloro-6-methyl-thieno-[2,3-d]-pyrimidin-2-yl]-benzoic acid methylester. Reactants: C(C)OC(CCNC(C1=C(C=CC(=C1)I)N)=O)=O (N-(2-amino-5-iodobenzoyl)-b-alanine ethyl ester), ClC(C1=CC=CC=C1)C1=CC=CC=C1 (chlorodiphenylmethane), FC(C(=O)O)(F)F.CN1C(CN(C(C2=C1C=CC(=C2)C#CCCCN)=O)CCC(=O)O)=O (1-methyl-4-(2-carboxyethyl)-7-(5-amino-1-pentynyl)-3,4-dihydro-1H-1,4-benzodiazepine-2,5-dione trifluoracetate), N1=C(C=CC=C1C)C (2,6-lutidine). The solvent is CN(C=O)C (dimethylformamide). Conditions: temperature 50 celsius. Product: C(C)OC(CCNC(C1=C(C=CC(=C1)I)NC(C1=CC=CC=C1)C1=CC=CC=C1)=O)=O (N-(2-diphenylmethylamino-5-iodobenzoyl)-b-alanine ethyl ester). Isolated yield 56.2%. RXN SMILES: [CH2:1]([O:3][C:4](=[O:18])[CH2:5][CH2:6][NH:7][C:8](=[O:17])[C:9]1[CH:14]=[C:13]([I:15])[CH:12]=[CH:11][C:10]=1[NH2:16])[CH3:2].FC(F)(F)C(O)=O.CN1C2C=CC(C#CCCCN)=CC=2C(=O)N(CCC(O)=O)CC1=O.N1C(C)=CC=CC=1C.Cl[CH:60]([C:67]1[CH:72]=[CH:71][CH:70]=[CH:69][CH:68]=1)[C:61]1[CH:66]=[CH:65][CH:64]=[CH:63][CH:62]=1>CN(C)C=O>[CH2:1]([O:3][C:4](=[O:18])[CH2:5][CH2:6][NH:7][C:8](=[O:17])[C:9]1[CH:14]=[C:13]([I:15])[CH:12]=[CH:11][C:10]=1[NH:16][CH:60]([C:61]1[CH:66]=[CH:65][CH:64]=[CH:63][CH:62]=1)[C:67]1[CH:72]=[CH:71][CH:70]=[CH:69][CH:68]=1)[CH3:2] |f:1.2|. Procedure: A magnetically stirred solution of 1.1 gram of N-(2-amino-5-iodobenzoyl)-b-alanine ethyl ester (3.1 mmol), prepared by the method shown in part (b) of Example 1, 0.48 mL of 2,6-lutidine (4.1 mmol), 1.2 grams of chlorodiphenylmethane (4.7 mmol), and 10 mL of dimethylformamide was heated to 50° C. for 1 hour. The reaction mixture was allowed to cool to room temperature and concentrated in vacuo. The resulting oil was dissolved in 35 mL of methylene chloride and washed with 2×50 mL 10% citric acid,... Starting materials: F[B-](F)(F)F, CCCC(NC(=O)OC(C)(C)C)C(=O)O, ClCCl, OC1CCNCC1, CN(C)C(On1nnc2ccccc21)=[N+](C)C. Reaction SMILES: [B-:1]([F:2])([F:3])([F:4])[F:5].[C:23]([CH3:24])([CH3:25])([CH3:26])[O:27][C:28](=[O:29])[NH:30][CH:31]([C:32](=[O:33])[OH:34])[CH2:35][CH2:36][CH3:37].[Cl:45][CH2:46][Cl:47].[NH:38]1[CH2:39][CH2:40][CH:41]([OH:44])[CH2:42][CH2:43]1.[n:6]1([O:7][C:8]([N:9]([CH3:10])[CH3:11])=[N+:12]([CH3:13])[CH3:14])[c:15]2[cH:16][cH:17][cH:18][cH:19][c:20]2[n:21][n:22]1>>[C:23]([CH3:24])([CH3:25])([CH3:26])[O:27][C:28](=[O:29])[NH:30][CH:31]([C:32](=[O:34])[N:38]1[CH2:39][CH2:40][CH:41]([OH:44])[CH2:42][CH2:43]1)[CH2:35][CH2:36][CH3:37]. The product is CCCC(NC(=O)OC(C)(C)C)C(=O)N1CCC(O)CC1. The reactants are C(C1=CC=CC=C1)(=O)NC1CCNCC1 (4-benzoylaminopiperidine), ClCCC1=C2N(C3=CC=CC=C13)C(=NC=C2C)C (5-(2-chloroethyl)-1,4-dimethylpyrimido[1,6-a]indole). The solvent is C(Cl)(Cl)Cl (chloroform). The product is CC1=NC=C(C=2N1C1=CC=CC=C1C2CCN2CCC(CC2)NC(C2=CC=CC=C2)=O)C (1,4-Dimethyl-5-[2-(4-benzoylamino-1-piperidinyl)ethyl]pyrimido[1,6-a]indole). Yield: 48.7%. Reaction SMILES: [C:1]([NH:9][CH:10]1[CH2:15][CH2:14][NH:13][CH2:12][CH2:11]1)(=[O:8])[C:2]1[CH:7]=[CH:6][CH:5]=[CH:4][CH:3]=1.Cl[CH2:17][CH2:18][C:19]1[C:27]2[C:22](=[CH:23][CH:24]=[CH:25][CH:26]=2)[N:21]2[C:28]([CH3:33])=[N:29][CH:30]=[C:31]([CH3:32])[C:20]=12>C(Cl)(Cl)Cl>[CH3:33][C:28]1[N:21]2[C:22]3[C:27]([C:19]([CH2:18][CH2:17][N:13]4[CH2:14][CH2:15][CH:10]([NH:9][C:1](=[O:8])[C:2]5[CH:3]=[CH:4][CH:5]=[CH:6][CH:7]=5)[CH2:11][CH2:12]4)=[C:20]2[C:31]([CH3:32])=[CH:30][N:29]=1)=[CH:26][CH:25]=[CH:24][CH:23]=3. Procedure details: An intimate mixture of powdered 4-benzoylaminopiperidine (4.08 g) and 5-(2-chloroethyl)-1,4-dimethylpyrimido[1,6-a]indole (5.18 g. described in Example 12) is heated at 150°-160° C. for 30 minutes. After cooling, the melt is dissolved in chloroform, washed with 10% sodium hydroxide and repeatedly with water. The organic phase is dried over magnesium sulfate and evaporated. The residue is chromatographed on silica gel using chloroform-methanol (35:1). The eluates are evaporated and the residue is... Starting materials: CO, CCC(C)Sc1ccc(OCC2COC(c3ccc(Cl)cc3)O2)cc1, O. Yields the product CCC(C)S(=O)c1ccc(OCC2COC(c3ccc(Cl)cc3)O2)cc1. RXN SMILES: [CH3:26][OH:27].[Cl:1][c:2]1[cH:3][cH:4][c:5]([CH:8]2[O:9][CH2:10][CH:11]([CH2:13][O:14][c:15]3[cH:16][cH:17][c:18]([S:21][CH:22]([CH2:23][CH3:24])[CH3:25])[cH:19][cH:20]3)[O:12]2)[cH:6][cH:7]1.[OH2:28]>>[Cl:1][c:2]1[cH:3][cH:4][c:5]([CH:8]2[O:9][CH2:10][CH:11]([CH2:13][O:14][c:15]3[cH:16][cH:17][c:18]([S:21]([CH:22]([CH2:23][CH3:24])[CH3:25])=[O:27])[cH:19][cH:20]3)[O:12]2)[cH:6][cH:7]1. Starting materials: [N+](=[N-])=C(C(=O)OC)C(=O)OC (dimethyl diazomalonate), CC(C)=C(C)C (2,3-dimethyl-2-butene). The reagents and catalysts are [Hg] (mercury). The product is CC1(C(C1(C)C)(C(=O)OC)C(=O)OC)C (dimethyl 2,2,3,3-tetramethylcyclopropanedicarboxylate). Isolated yield 30.8%. RXN SMILES: [N+](=[C:3]([C:8]([O:10][CH3:11])=[O:9])[C:4]([O:6][CH3:7])=[O:5])=[N-].[CH3:12][C:13](=[C:15]([CH3:17])[CH3:16])[CH3:14]>[Hg]>[CH3:12][C:13]1([CH3:14])[C:15]([CH3:17])([CH3:16])[C:3]1([C:8]([O:10][CH3:11])=[O:9])[C:4]([O:6][CH3:7])=[O:5]. Procedure details: A mixture of 20.0 grams (0.13 mole) of dimethyl diazomalonate and 164.35 grams (1.95 moles) of 2,3-dimethyl-2-butene was photolyzed at room temperature for a period of approximately 47 hours in the presence of a 100-watt Hanovia mercury lamp. Most of the unreacted 2,3-dimethyl-2-butene was removed by distillation, at atmospheric pressure, to a head temperature of 73° C. and the still residue was subjected to flash chromatography on a silica gel column to give 9.00 grams (0.04 mole) of dimethyl 2...